From a dataset of the Open Reaction Database (ORD), a public repository of structured organic reaction records. describe an organic reaction: reactants, conditions, products, and yield Reactants: C([O-])([O-])=O.[Na+].[Na+] (sodium carbonate), C1(=CC=CC=C1)O (phenol), C1(=CC=CC=C1)O (phenol), [Na] (sodium). Run at time 150 minute. The product is C1(CCCCC1)=O (cyclohexanone), C1(CCCCC1)O (cyclohexanol). Isolated yield 8.0%. As a reaction SMILES: [C:1]1([OH:7])[CH:6]=[CH:5][CH:4]=[CH:3][CH:2]=1.[Na].C(=O)([O-])[O-].[Na+].[Na+]>>[C:1]1(=[O:7])[CH2:6][CH2:5][CH2:4][CH2:3][CH2:2]1.[CH:1]1([OH:7])[CH2:6][CH2:5][CH2:4][CH2:3][CH2:2]1 |f:2.3.4,^1:7|. Procedure details: A reduction of phenol was performed at 215° C. and 70 psig, with 0.03 gm. sodium as sodium carbonate per 1000 gm. phenol. After 150 minutes, the reaction yielded 91.5% cyclohexanone and 8% cyclohexanol. Starting materials: COC=1C=C(C=CC1OC)C1CNCCC1 (3-(3',4'-dimethoxyphenyl)-piperidine), C1=CC=CC=C1 (benzene), C(C)(=O)OC(C)=O (acetic acid anhydride), aqueous solution, C([O-])(O)=O.[Na+] (sodium bicarbonate). Solvent: O (water). Run at temperature 20 celsius. Product: C(C)(=O)N1CC(CCC1)C1=CC(=C(C=C1)OC)OC (N-acetyl-3-(3',4'-dimethoxyphenyl)-piperidine). As a reaction SMILES: [CH3:1][O:2][C:3]1[CH:4]=[C:5]([CH:11]2[CH2:16][CH2:15][CH2:14][NH:13][CH2:12]2)[CH:6]=[CH:7][C:8]=1[O:9][CH3:10].C1C=CC=CC=1.[C:23](OC(=O)C)(=[O:25])[CH3:24].C(=O)(O)[O-].[Na+]>O>[C:23]([N:13]1[CH2:14][CH2:15][CH2:16][CH:11]([C:5]2[CH:6]=[CH:7][C:8]([O:9][CH3:10])=[C:3]([O:2][CH3:1])[CH:4]=2)[CH2:12]1)(=[O:25])[CH3:24] |f:3.4|. Procedure details: A mixture of 8 g of 3-(3',4'-dimethoxyphenyl)-piperidine, 80 ml of benzene and 3.6 ml of acetic acid anhydride was stirred at 20° C for an hour and was then diluted with 100 ml of water. 500 ml of an aqueous solution saturated with sodium bicarbonate were added thereto and the mixture was stirred for an hour and then was decanted. The aqueous phase was re-extracted with ethyl acetate and the organic phases were washed with water, dried and evaporated to dryness. The residue was chromatographed o... Procedure: A cloudy solution of Intermediate 13c (0.66 g, 1.80 mmol) in DCE (18 mL) was treated with 1-methylpiperazine (0.22 mL, 2.00 mmol) then sodium triacetoxyborohydride (0.58 g, 2.70 mmol), and the solution was stirred at ambient temperature overnight. The mixture was treated with another portion of 1-methylpiperazine (0.22 mL, 2.00 mmol) and sodium triacetoxyborohydride (0.58 g, 2.70 mmol), and stirred for 5 h. The mixture was cautiously diluted with a saturated aqueous sodium bicarbonate solution a... Reaction conditions: time 5 hour. The solvent is C([O-])(O)=O.[Na+] (sodium bicarbonate), ClCCCl (DCE). Yield: 57.8%. The product is ClC1=C(C(=CC(=C1)CN1CCN(CC1)C)Cl)C1=NN=C2N1C=C(C=C2)F (3-[2,6-Dichloro-4-(4-methyl-piperazin-1-ylmethyl)-phenyl]-6-fluoro-[1,2,4]triazolo[4,3-a]pyridine). As a reaction SMILES: [Cl:1][C:2]1[CH:3]=[C:4]([CH:7]=[C:8]([Cl:20])[C:9]=1[C:10]1[N:14]2[CH:15]=[C:16]([F:19])[CH:17]=[CH:18][C:13]2=[N:12][N:11]=1)[CH:5]=O.[CH3:21][N:22]1[CH2:27][CH2:26][NH:25][CH2:24][CH2:23]1.C(O[BH-](OC(=O)C)OC(=O)C)(=O)C.[Na+]>ClCCCl.C(=O)(O)[O-].[Na+]>[Cl:1][C:2]1[CH:3]=[C:4]([CH2:5][N:25]2[CH2:26][CH2:27][N:22]([CH3:21])[CH2:23][CH2:24]2)[CH:7]=[C:8]([Cl:20])[C:9]=1[C:10]1[N:14]2[CH:15]=[C:16]([F:19])[CH:17]=[CH:18][C:13]2=[N:12][N:11]=1 |f:2.3,5.6|. The reactants are CN1CCNCC1 (1-methylpiperazine), C(C)(=O)O[BH-](OC(C)=O)OC(C)=O.[Na+] (sodium triacetoxyborohydride), ClC=1C=C(C=O)C=C(C1C1=NN=C2N1C=C(C=C2)F)Cl (3,5-Dichloro-4-(6-fluoro-[1,2,4]triazolo[4,3-a]pyridin-3-yl)-benzaldehyde), CN1CCNCC1 (1-methylpiperazine), C(C)(=O)O[BH-](OC(C)=O)OC(C)=O.[Na+] (sodium triacetoxyborohydride). Reactants: C(C1=CC=CC=C1)OCCS(=O)(=O)NC=1C=NC=C(C1)C=1N(C2=CC=CC=C2C1)C (2-(benzyloxy)-N-(5-(1-methyl-1H-indol-2-yl)pyridin-3-yl)ethanesulfonamide). The reagents and catalysts are [Pd] (Pd/C). Run in CO (MeOH). Conditions: temperature 50 celsius, time 8 hour. Product: OCCS(=O)(=O)NC=1C=NC=C(C1)C=1N(C2=CC=CC=C2C1)C (2-hydroxy-N-(5-(1-methyl-1H-indol-2-yl)pyridin-3-yl)ethanesulfonamide). As a reaction SMILES: C([O:8][CH2:9][CH2:10][S:11]([NH:14][C:15]1[CH:16]=[N:17][CH:18]=[C:19]([C:21]2[N:22]([CH3:30])[C:23]3[C:28]([CH:29]=2)=[CH:27][CH:26]=[CH:25][CH:24]=3)[CH:20]=1)(=[O:13])=[O:12])C1C=CC=CC=1>[Pd].CO>[OH:8][CH2:9][CH2:10][S:11]([NH:14][C:15]1[CH:16]=[N:17][CH:18]=[C:19]([C:21]2[N:22]([CH3:30])[C:23]3[C:28]([CH:29]=2)=[CH:27][CH:26]=[CH:25][CH:24]=3)[CH:20]=1)(=[O:13])=[O:12]. Procedure details: A flask is charged with 2-(benzyloxy)-N-(5-(1-methyl-1H-indol-2-yl)pyridin-3-yl)ethanesulfonamide (90 mg, 0.214 mmol) and MeOH (5 mL), and the flask is flushed with N2. 10% Pd/C (22.7 mg, 0.021 mmol) is added to the mixture. The flask is flushed with H2 and stirred under H2 atmosphere at 50° C. overnight. The mixture is filtered and the filtrate is purified by silica chromatography eluting with a 0 to 4% methanol-DCM gradient to give 2-hydroxy-N-(5-(1-methyl-1H-indol-2-yl)pyridin-3-yl)ethanesulf...